This data is from the Open Reaction Database (ORD), a public repository of structured organic reaction records. The task is: describe an organic reaction: reactants, conditions, products, and yield Solvent: C1(=CC=CC=C1)C (toluene), C(C)O (ethanol). Reported procedure: A mixture of 1.49 g (3.83 mmoles) of boronic acid derivative from Example 4, 2.0 g (7.67 mmoles) of 3,5-dibromobenzonitrile, and 133 mg (0.1 mmoles) of tetrakistriphenylphosphine in 16 mL toluene and 3.4 mL 95% ethanol with 3.47 mL (6.97 mmoles) of 2 N sodium carbonate was stirred vigorously at 80° C. under nitrogen for 3.5 hours. Reactants: O([Si](C1=CC=CC=C1)(C1=CC=CC=C1)C(C)(C)C)CC1=CC=C(C=C1)B(O)O (4-t-butyldiphenylsiloxymethylphenylboronic acid), BrC=1C=C(C#N)C=C(C1)Br (3,5-dibromobenzonitrile), tetrakistriphenylphosphine, C([O-])([O-])=O.[Na+].[Na+] (sodium carbonate). The product is BrC=1C=C(C=C(C1)C#N)C1=CC=C(C=C1)CO[Si](C1=CC=CC=C1)(C1=CC=CC=C1)C(C)(C)C (3-bromo-5-cyano-4'-t-butyldiphenylsilyloxvmethylbiphenyl). As a reaction SMILES: [O:1]([CH2:19][C:20]1[CH:25]=[CH:24][C:23](B(O)O)=[CH:22][CH:21]=1)[Si:2]([C:15]([CH3:18])([CH3:17])[CH3:16])([C:9]1[CH:14]=[CH:13][CH:12]=[CH:11][CH:10]=1)[C:3]1[CH:8]=[CH:7][CH:6]=[CH:5][CH:4]=1.[Br:29][C:30]1[CH:31]=[C:32]([CH:35]=[C:36](Br)[CH:37]=1)[C:33]#[N:34].C(=O)([O-])[O-].[Na+].[Na+]>C1(C)C=CC=CC=1.C(O)C>[Br:29][C:30]1[CH:37]=[C:36]([C:23]2[CH:24]=[CH:25][C:20]([CH2:19][O:1][Si:2]([C:15]([CH3:18])([CH3:17])[CH3:16])([C:9]3[CH:14]=[CH:13][CH:12]=[CH:11][CH:10]=3)[C:3]3[CH:8]=[CH:7][CH:6]=[CH:5][CH:4]=3)=[CH:21][CH:22]=2)[CH:35]=[C:32]([C:33]#[N:34])[CH:31]=1 |f:2.3.4|. Reaction conditions: temperature 80 celsius, time 3.5 hour. Conditions: time 1 hour. Yields the product C(C1=CC=CC=C1)(=O)OC\1C(CCC(CC(=O)OC(C(/C=C1)C)\C(=C\C=C\C(CC1C(C(C(CC)O)C)O1)C)\C)O)(C)O ((8E,12E,14E)-7-Benzoyloxy-3,6,21-trihydroxy-6,10,12,16,20-pentamethyl-18,19-epoxytricosa-8,12,14-trien-11-olide). The reactants are C1(=CC=C(C=C1)S(=O)(=O)[O-])C.[NH+]1=CC=CC=C1 (Pyridinium p-toluenesulfonate), C(C1=CC=CC=C1)(=O)OC\1C(CCC(CC(=O)OC(C(/C=C1)C)\C(=C\C=C\C(CC1C(C(C(CC)OC(C)OCC)C)O1)C)\C)OC(C)OCC)(C)OC(C)OCC ((8E,12E,14E)-7-benzoyloxy-3,6,21-tri(1-ethoxyethoxy)-6,10,12,16,20-pentamethyl-18,19-epoxytricosa-8,12,14-trien-11-olide). Isolated yield 73.7%. As a reaction SMILES: C1(C)C=CC(S([O-])(=O)=O)=CC=1.[NH+]1C=CC=CC=1.[C:18]([O:26][CH:27]1[C:28]([O:70]C(OCC)C)([CH3:69])[CH2:29][CH2:30][CH:31]([O:63]C(OCC)C)[CH2:32][C:33]([O:35][CH:36](/[C:41](/[CH3:62])=[CH:42]/[CH:43]=[CH:44]/[CH:45]([CH3:61])[CH2:46][CH:47]2[O:60][CH:48]2[CH:49]([CH3:59])[CH:50]([O:53]C(OCC)C)[CH2:51][CH3:52])[CH:37]([CH3:40])[CH:38]=[CH:39]1)=[O:34])(=[O:25])[C:19]1[CH:24]=[CH:23][CH:22]=[CH:21][CH:20]=1>CO>[C:18]([O:26][CH:27]1[C:28]([OH:70])([CH3:69])[CH2:29][CH2:30][CH:31]([OH:63])[CH2:32][C:33]([O:35][CH:36](/[C:41](/[CH3:62])=[CH:42]/[CH:43]=[CH:44]/[CH:45]([CH3:61])[CH2:46][CH:47]2[O:60][CH:48]2[CH:49]([CH3:59])[CH:50]([OH:53])[CH2:51][CH3:52])[CH:37]([CH3:40])[CH:38]=[CH:39]1)=[O:34])(=[O:25])[C:19]1[CH:24]=[CH:23][CH:22]=[CH:21][CH:20]=1 |f:0.1|. Procedure details: Pyridinium p-toluenesulfonate (2 mg, 7.5 μmol) was added to a solution of (8E,12E,14E)-7-benzoyloxy-3,6,21-tri(1-ethoxyethoxy)-6,10,12,16,20-pentamethyl-18,19-epoxytricosa-8,12,14-trien-11-olide (6.1 mg, 7.48 μmol) in methanol (1 mL), followed by stirring at room temperature for one hour. The reaction solution was evaporated, ethyl acetate, water and a saturated sodium bicarbonate aqueous solution were added to the resulting residue, and the mixture was extracted with ethyl acetate. The resultin... The solvent is CO (methanol). The reactants are FC(C(=O)OC(C(F)(F)F)=O)(F)F (trifluoroacetic anhydride), II (iodine), C(#CCC)C1=C(C=C(C=C1)[N+](=O)[O-])N (2-but-ynyl-5-nitro-phenylamine), C([O-])([O-])=O.[K+].[K+] (potassium carbonate). The solvent is C(C)(=O)OCC (ethyl acetate), C1CCOC1 (THF), O (water). Reaction conditions: time 18 hour. The product is C(C)N1C=C(C2=CC=C(C=C12)[N+](=O)[O-])I (Ethyl-3-iodo-6-nitro-1H-indole). Isolated yield 79.5%. Reaction SMILES: [C:1]([C:5]1[CH:10]=[CH:9][C:8]([N+:11]([O-:13])=[O:12])=[CH:7][C:6]=1[NH2:14])#[C:2]CC.FC(F)(F)C(O[C:20](=O)[C:21](F)(F)F)=O.C(=O)([O-])[O-].[K+].[K+].[I:34]I>C1COCC1.O.C(OCC)(=O)C>[CH2:20]([N:14]1[C:6]2[C:5](=[CH:10][CH:9]=[C:8]([N+:11]([O-:13])=[O:12])[CH:7]=2)[C:1]([I:34])=[CH:2]1)[CH3:21] |f:2.3.4|. Procedure details: Add to a solution of 2-but-ynyl-5-nitro-phenylamine (2.98 g, 15.68 mmol) in anhydrous THF (100 mL) 2,6-di-t-butyl-4-methylpyridine followed by trifluoroacetic anhydride (2.7 mL, 19.61 mmol) and stir at room temperature for 18 hours. Quench the reaction with 1N HCl and add ethyl acetate. Extract the organic layer 2×1N HCl, 1× brine. Dry the organic layer over sodium sulfate, concentrate in vacuo, and redissolve in anhydrous acetonitrile (150 mL). Add to the solution potassium carbonate (6.49 g, 4...